The task is: describe an organic reaction: reactants, conditions, products, and yield. This data is from the Open Reaction Database (ORD), a public repository of structured organic reaction records. Starting materials: CS(C)=O, Nc1cccc2c1CC(O)CC2, O=C(Nc1ccc(OC(F)(F)F)cc1)Oc1ccccc1. The product is O=C(Nc1ccc(OC(F)(F)F)cc1)Nc1cccc2c1CC(O)CC2. As a reaction SMILES: [CH3:34][S:35]([CH3:36])=[O:37].[NH2:1][c:2]1[cH:3][cH:4][cH:5][c:6]2[c:11]1[CH2:10][CH:9]([OH:12])[CH2:8][CH2:7]2.[c:13]1([O:19][C:20](=[O:14])[NH:21][c:22]2[cH:23][cH:24][c:25]([O:28][C:29]([F:30])([F:31])[F:32])[cH:26][cH:27]2)[cH:15][cH:16][cH:17][cH:18][cH:33]1>>[NH:1]([c:2]1[cH:3][cH:4][cH:5][c:6]2[c:11]1[CH2:10][CH:9]([OH:12])[CH2:8][CH2:7]2)[C:20](=[O:19])[NH:21][c:22]1[cH:23][cH:24][c:25]([O:28][C:29]([F:30])([F:31])[F:32])[cH:26][cH:27]1. Reactants: [OH-].[Na+] (sodium hydroxide), Cl (HCl), C1(=CC=CC=C1)CC(CCl)NC(C1=CC=CC=C1)=O (3-phenyl-2-benzamido-1-chloropropane), NC(=S)N (thiourea). Solvent: O (water), C(C)O (ethanol). Yields the product C1(=CC=CC=C1)CC(CS)NC(C1=CC=CC=C1)=O (3-phenyl-2-benzamido-1-propanethiol). Reaction SMILES: [C:1]1([CH2:7][CH:8]([NH:11][C:12](=[O:19])[C:13]2[CH:18]=[CH:17][CH:16]=[CH:15][CH:14]=2)[CH2:9]Cl)[CH:6]=[CH:5][CH:4]=[CH:3][CH:2]=1.NC(N)=[S:22].[OH-].[Na+].Cl>C(O)C.O>[C:1]1([CH2:7][CH:8]([NH:11][C:12](=[O:19])[C:13]2[CH:18]=[CH:17][CH:16]=[CH:15][CH:14]=2)[CH2:9][SH:22])[CH:6]=[CH:5][CH:4]=[CH:3][CH:2]=1 |f:2.3|. Reported procedure: 80.4 millimole (mm) of 3-phenyl-2-benzamido-1-chloropropane and 80.4 mm of thiourea are dissolved in 300 ml of ethanol. The resulting solution is refluxed for three hours. 6.7 g of sodium hydroxide is dissolved in 40 ml of water and is added under an inert atmosphere to the solution which is thereafter refluxed for an additional 21/2 hours. The solution is then cooled and acidified to pH 1 with 1 N HCl. The resulting mixture is then poured over ice to yield a precipitate which is collected by fi... The reactants are CC(=O)O, O=C(OCc1ccccc1)C(Cc1c[nH]c2ccccc12)NC(=O)C(Cc1cn(C(c2ccccc2)(c2ccccc2)c2ccccc2)cn1)c1ccc2c(c1)OCO2, O, O. Product: O=C(OCc1ccccc1)C(Cc1c[nH]c2ccccc12)NC(=O)C(Cc1c[nH]cn1)c1ccc2c(c1)OCO2. RXN SMILES: [C:61]([OH:62])(=[O:63])[CH3:64].[CH2:1]([c:2]1[cH:3][cH:4][cH:5][cH:6][cH:7]1)[O:8][C:9]([CH:10]([NH:11][C:12]([CH:13]([CH2:14][c:15]1[n:16][cH:17][n:18]([C:20]([c:21]2[cH:22][cH:23][cH:24][cH:25][cH:26]2)([c:27]2[cH:28][cH:29][cH:30][cH:31][cH:32]2)[c:33]2[cH:34][cH:35][cH:36][cH:37][cH:38]2)[cH:19]1)[c:39]1[cH:40][c:41]2[c:42]([cH:43][cH:44]1)[O:45][CH2:46][O:47]2)=[O:48])[CH2:49][c:50]1[cH:51][nH:52][c:53]2[cH:54][cH:55][cH:56][cH:57][c:58]12)=[O:59].[OH2:60].[OH2:65]>>[CH2:1]([c:2]1[cH:3][cH:4][cH:5][cH:6][cH:7]1)[O:8][C:9]([CH:10]([NH:11][C:12]([CH:13]([CH2:14][c:15]1[n:16][cH:17][nH:18][cH:19]1)[c:39]1[cH:40][c:41]2[c:42]([cH:43][cH:44]1)[O:45][CH2:46][O:47]2)=[O:48])[CH2:49][c:50]1[cH:51][nH:52][c:53]2[cH:54][cH:55][cH:56][cH:57][c:58]12)=[O:59]. Reactants: Cl.COCCC(N)=N (3-methoxypropanimidamide hydrochloride), C[O-].[Na+] (sodium methoxide), C(#N)C1=C(C=CC=C1)C1=CC=C(C=C1)CC(C(=O)OC)C(CCCC)=O (methyl 2-[(2′-cyanobiphenyl-4-yl)methyl]-3-oxoheptanoate). The solvent is CO (methanol). Product: C(CCC)C=1N=C(NC(C1CC1=CC=C(C=C1)C=1C(=CC=CC1)C#N)=O)CCOC (4′-{[4-butyl-2-(2-methoxyethyl)-6-oxo-1,6-dihydropyrimidin-5-yl]methyl}biphenyl-2-carbonitrile). Yield: 43.5%. RXN SMILES: Cl.[CH3:2][O:3][CH2:4][CH2:5][C:6](=[NH:8])[NH2:7].C[O-].[Na+].[C:12]([C:14]1[CH:19]=[CH:18][CH:17]=[CH:16][C:15]=1[C:20]1[CH:25]=[CH:24][C:23]([CH2:26][CH:27]([C:32](=O)[CH2:33][CH2:34][CH2:35][CH3:36])[C:28](OC)=[O:29])=[CH:22][CH:21]=1)#[N:13]>CO>[CH2:33]([C:32]1[N:8]=[C:6]([CH2:5][CH2:4][O:3][CH3:2])[NH:7][C:28](=[O:29])[C:27]=1[CH2:26][C:23]1[CH:22]=[CH:21][C:20]([C:15]2[C:14]([C:12]#[N:13])=[CH:19][CH:18]=[CH:17][CH:16]=2)=[CH:25][CH:24]=1)[CH2:34][CH2:35][CH3:36] |f:0.1,2.3|. Reported procedure: A solution of 3-methoxypropanimidamide hydrochloride (4.0 g), 28% sodium methoxide (8.7 mL) and methyl 2-[(2′-cyanobiphenyl-4-yl)methyl]-3-oxoheptanoate (5.0 g) in methanol (50 mL) was stirred overnight. The solvent was evaporated under reduced pressure, and water and 1 M hydrochloric acid were added. The precipitated solid was collected by filtration, and washed with water and diethyl ether to give the title compound (2.5 g, 44%) as a pale-yellow solid.